This data is from the Open Reaction Database (ORD), a public repository of structured organic reaction records. The task is: describe an organic reaction: reactants, conditions, products, and yield The product is COC(=O)[C@H]1CN([C@@H]2CC3=C(NC4=CC=CC([C@H]2C1)=C34)C=O)CC3CC3 (6-cyclopropylmethyl-2-formyl-8beta-ergoline-carboxylic acid methyl ester). Procedure: As described above, the aldehyde is prepared from the 6-cyclopropylmethyl-2-morpholinomethyl-8beta-ergoline-carboxylic acid methyl ester by oxidation with tert-butylhypochlorite. All the ergoline-aldehydes alkylated in 6-position are used as crude products in the Wittig reaction. Reactants: aldehyde, ergoline-aldehydes, COC(=O)[C@H]1CN([C@@H]2CC3=C(NC4=CC=CC([C@H]2C1)=C34)CN3CCOCC3)CC3CC3 (6-cyclopropylmethyl-2-morpholinomethyl-8beta-ergoline-carboxylic acid methyl ester), C(C)(C)(C)OCl (tert-butylhypochlorite). Reaction SMILES: [CH3:1][O:2][C:3]([C@@H:5]1[CH2:19][C@H:18]2[C@@H:8]([CH2:9][C:10]3[C:20]4[C:13](=[CH:14][CH:15]=[CH:16][C:17]2=4)[NH:12][C:11]=3[CH2:21]N2CCOCC2)[N:7]([CH2:28][CH:29]2[CH2:31][CH2:30]2)[CH2:6]1)=[O:4].C([O:36]Cl)(C)(C)C>>[CH3:1][O:2][C:3]([C@@H:5]1[CH2:19][C@H:18]2[C@@H:8]([CH2:9][C:10]3[C:20]4[C:13](=[CH:14][CH:15]=[CH:16][C:17]2=4)[NH:12][C:11]=3[CH:21]=[O:36])[N:7]([CH2:28][CH:29]2[CH2:31][CH2:30]2)[CH2:6]1)=[O:4]. Starting materials: Cc1ccc(N2CCNCC2)c(C)c1, CCN(C(C)C)C(C)C, O=CCCc1cc(-c2ccc(F)cc2)n(-c2ccccc2)n1. Yields the product Cc1ccc(N2CCN(CCCc3cc(-c4ccc(F)cc4)n(-c4ccccc4)n3)CC2)c(C)c1. Reaction SMILES: [CH3:23][c:24]1[c:25]([N:31]2[CH2:32][CH2:33][NH:34][CH2:35][CH2:36]2)[cH:26][cH:27][c:28]([CH3:30])[cH:29]1.[CH:37]([N:38]([CH2:39][CH3:40])[CH:41]([CH3:42])[CH3:43])([CH3:44])[CH3:45].[F:1][c:2]1[cH:3][cH:4][c:5](-[c:8]2[cH:9][c:10]([CH2:19][CH2:20][CH:21]=[O:22])[n:11][n:12]2-[c:13]2[cH:14][cH:15][cH:16][cH:17][cH:18]2)[cH:6][cH:7]1>>[F:1][c:2]1[cH:3][cH:4][c:5](-[c:8]2[cH:9][c:10]([CH2:19][CH2:20][CH2:21][N:34]3[CH2:33][CH2:32][N:31]([c:25]4[c:24]([CH3:23])[cH:29][c:28]([CH3:30])[cH:27][cH:26]4)[CH2:36][CH2:35]3)[n:11][n:12]2-[c:13]2[cH:14][cH:15][cH:16][cH:17][cH:18]2)[cH:6][cH:7]1. As a reaction SMILES: [C:1]([CH3:2])([CH3:3])([CH3:4])[c:5]1[cH:6][cH:7][c:8](-[c:11]2[cH:12][cH:13][c:14]([CH2:17][c:18]3[n:19](-[c:31]4[cH:32][cH:33][c:34]([I:37])[cH:35][cH:36]4)[cH:20][c:21](-[c:23]4[c:24]([Cl:30])[cH:25][c:26]([Cl:29])[cH:27][cH:28]4)[n:22]3)[cH:15][cH:16]2)[cH:9][cH:10]1.[NH2:38][CH:39]([CH2:40][CH2:41][CH3:42])[C:43](=[O:44])[OH:45]>>[C:1]([CH3:2])([CH3:3])([CH3:4])[c:5]1[cH:6][cH:7][c:8](-[c:11]2[cH:12][cH:13][c:14]([CH2:17][c:18]3[n:19](-[c:31]4[cH:32][cH:33][c:34]([NH:38][CH:39]([CH2:40][CH2:41][CH3:42])[C:43](=[O:44])[OH:45])[cH:35][cH:36]4)[cH:20][c:21](-[c:23]4[c:24]([Cl:30])[cH:25][c:26]([Cl:29])[cH:27][cH:28]4)[n:22]3)[cH:15][cH:16]2)[cH:9][cH:10]1. Reactants: CC(C)(C)c1ccc(-c2ccc(Cc3nc(-c4ccc(Cl)cc4Cl)cn3-c3ccc(I)cc3)cc2)cc1, CCCC(N)C(=O)O. Yields the product CCCC(Nc1ccc(-n2cc(-c3ccc(Cl)cc3Cl)nc2Cc2ccc(-c3ccc(C(C)(C)C)cc3)cc2)cc1)C(=O)O. Reactants: COC(=O)NC(C(=O)N1C2CCC(C2)C1c1nc2ccc(-c3ccc4c(c3)C(F)(F)c3cc(-c5ccc(C6CC7(CC7)CN6C(=O)OCc6ccccc6)[nH]5)ccc3-4)cc2[nH]1)C(C)C, CCO. The product is COC(=O)NC(C(=O)N1C2CCC(C2)C1c1nc2ccc(-c3ccc4c(c3)C(F)(F)c3cc(-c5ccc(C6CC7(CC7)CN6)[nH]5)ccc3-4)cc2[nH]1)C(C)C. Reaction SMILES: [CH2:1]([O:2][C:3](=[O:4])[N:11]1[CH2:12][C:13]2([CH2:14][CH2:15]2)[CH2:16][CH:17]1[c:18]1[nH:19][c:20](-[c:23]2[cH:24][c:25]3[c:33]([cH:34][cH:35]2)-[c:32]2[c:27]([cH:28][c:29](-[c:36]4[cH:37][c:38]5[c:39]([n:40][c:41]([CH:43]6[N:44]([C:50]([CH:51]([CH:52]([CH3:53])[CH3:54])[NH:55][C:56](=[O:57])[O:58][CH3:59])=[O:60])[CH:45]7[CH2:46][CH2:47][CH:48]6[CH2:49]7)[nH:42]5)[cH:61][cH:62]4)[cH:30][cH:31]2)[C:26]3([F:63])[F:64])[cH:21][cH:22]1)[c:5]1[cH:6][cH:7][cH:8][cH:9][cH:10]1.[CH3:65][CH2:66][OH:67]>>[NH:11]1[CH2:12][C:13]2([CH2:14][CH2:15]2)[CH2:16][CH:17]1[c:18]1[nH:19][c:20](-[c:23]2[cH:24][c:25]3[c:33]([cH:34][cH:35]2)-[c:32]2[c:27]([cH:28][c:29](-[c:36]4[cH:37][c:38]5[c:39]([n:40][c:41]([CH:43]6[N:44]([C:50]([CH:51]([CH:52]([CH3:53])[CH3:54])[NH:55][C:56](=[O:57])[O:58][CH3:59])=[O:60])[CH:45]7[CH2:46][CH2:47][CH:48]6[CH2:49]7)[nH:42]5)[cH:61][cH:62]4)[cH:30][cH:31]2)[C:26]3([F:63])[F:64])[cH:21][cH:22]1.